From a dataset of the Open Reaction Database (ORD), a public repository of structured organic reaction records. describe an organic reaction: reactants, conditions, products, and yield Reactants: ClC1=C2CC(C(C2=CC=C1)=NO)CC(=O)OC (Methyl 4-chloro-1-hydroxyimino-2,3-dihydro-inden-2-acetate), [H][H] (hydrogen). Reagents/catalysts: [Pt]=O (platinum oxide). Solvent: CO (methanol), C(C)(=O)O (acetic acid). Yields the product ClC1=C2CC3C(NC(C3)=O)C2=CC=C1 (5-chloro-1,2,3,3a,4,8b-hexahydro-indeno[1,2-b]pyrrol-2-one). Yield: 40.7%. As a reaction SMILES: [Cl:1][C:2]1[CH:10]=[CH:9][CH:8]=[C:7]2[C:3]=1[CH2:4][CH:5]([CH2:13][C:14]([O:16]C)=O)[C:6]2=[N:11]O.[H][H]>CO.C(O)(=O)C.[Pt]=O>[Cl:1][C:2]1[CH:10]=[CH:9][CH:8]=[C:7]2[C:3]=1[CH2:4][CH:5]1[CH2:13][C:14](=[O:16])[NH:11][CH:6]12. Procedure details: Methyl 4-chloro-1-hydroxyimino-2,3-dihydro-inden-2-acetate (15 g) is hydrogenated at 40 atm of hydrogen in 200 ml of methanol plus 50 ml of acetic acid in the presence of 1.5 g of platinum oxide catalyst at 30°-50° C. for 7 hours. The catalyst is then filtered off, and the filtrate is concentrated. The residual oil is extracted with chloroform. The extract is washed with aqueous potassium carbonate solution, then with water and dried over sodium sulfate, and the solvent is distilled off. The res... Reactants: NCCCN1CCCC1, CCOC(=O)Cn1ncc(-c2ccccc2)c1-c1ccccc1. Product: O=C(Cn1ncc(-c2ccccc2)c1-c1ccccc1)NCCCN1CCCC1. RXN SMILES: [NH2:24][CH2:25][CH2:26][CH2:27][N:28]1[CH2:29][CH2:30][CH2:31][CH2:32]1.[c:1]1(-[c:7]2[cH:8][n:9][n:10]([CH2:18][C:19](=[O:20])[O:21][CH2:22][CH3:23])[c:11]2-[c:12]2[cH:13][cH:14][cH:15][cH:16][cH:17]2)[cH:2][cH:3][cH:4][cH:5][cH:6]1>>[c:1]1(-[c:7]2[cH:8][n:9][n:10]([CH2:18][C:19](=[O:20])[NH:24][CH2:25][CH2:26][CH2:27][N:28]3[CH2:29][CH2:30][CH2:31][CH2:32]3)[c:11]2-[c:12]2[cH:13][cH:14][cH:15][cH:16][cH:17]2)[cH:2][cH:3][cH:4][cH:5][cH:6]1. Reactants: O=[N+]([O-])c1sc(Br)cc1C=NO, Cc1ccccc1, O, c1ccc(P(CCP(c2ccccc2)c2ccccc2)c2ccccc2)cc1, Cc1ccc(S(=O)(=O)O)cc1. Product: NC(=O)c1cc(Br)sc1[N+](=O)[O-]. As a reaction SMILES: [Br:1][c:2]1[cH:3][c:4]([CH:10]=[N:11][OH:12])[c:5]([N+:7](=[O:8])[O-:9])[s:6]1.[CH3:53][c:54]1[cH:55][cH:56][cH:57][cH:58][cH:59]1.[OH2:13].[P:25]([CH2:26][CH2:27][P:28]([c:29]1[cH:30][cH:31][cH:32][cH:33][cH:34]1)[c:35]1[cH:36][cH:37][cH:38][cH:39][cH:40]1)([c:41]1[cH:42][cH:43][cH:44][cH:45][cH:46]1)[c:47]1[cH:48][cH:49][cH:50][cH:51][cH:52]1.[c:14]1([CH3:15])[cH:16][cH:17][c:18]([S:19]([OH:20])(=[O:21])=[O:22])[cH:23][cH:24]1>>[Br:1][c:2]1[cH:3][c:4]([C:10]([NH2:11])=[O:21])[c:5]([N+:7](=[O:8])[O-:9])[s:6]1. The reactants are CSc1ncc(CC2CCCCC2)c(=O)[nH]1, CCCN(CCCCN)c1ccccn1, c1ccncc1. The product is CCCN(CCCCNc1ncc(CC2CCCCC2)c(=O)[nH]1)c1ccccn1. Reaction SMILES: [CH3:16][S:17][c:18]1[n:19][cH:20][c:21]([CH2:25][CH:26]2[CH2:27][CH2:28][CH2:29][CH2:30][CH2:31]2)[c:22](=[O:24])[nH:23]1.[NH2:1][CH2:2][CH2:3][CH2:4][CH2:5][N:6]([CH2:7][CH2:8][CH3:9])[c:10]1[n:11][cH:12][cH:13][cH:14][cH:15]1.[cH:32]1[cH:33][cH:34][n:35][cH:36][cH:37]1>>[NH:1]([CH2:2][CH2:3][CH2:4][CH2:5][N:6]([CH2:7][CH2:8][CH3:9])[c:10]1[n:11][cH:12][cH:13][cH:14][cH:15]1)[c:18]1[n:19][cH:20][c:21]([CH2:25][CH:26]2[CH2:27][CH2:28][CH2:29][CH2:30][CH2:31]2)[c:22](=[O:24])[nH:23]1. Starting materials: Cn1ccnc1, O=P(C(F)(F)C(F)(F)F)(C(F)(F)C(F)(F)F)C(F)(F)C(F)(F)F, OCCC(F)(F)C(F)(F)C(F)(F)F, c1ccccc1. Product: Cn1cc[n+](CCC(F)(F)C(F)(F)C(F)(F)F)c1, O=P([O-])(C(F)(F)C(F)(F)F)C(F)(F)C(F)(F)F. Reaction SMILES: [CH3:24][n:25]1[cH:26][n:27][cH:28][cH:29]1.[F:1][C:2]([F:3])([C:4]([F:5])([F:6])[F:7])[P:8]([C:9]([C:10]([F:11])([F:12])[F:13])([F:14])[F:15])([C:16]([C:17]([F:18])([F:19])[F:20])([F:21])[F:22])=[O:23].[F:30][C:31]([CH2:32][CH2:33][OH:34])([C:35]([C:36]([F:37])([F:38])[F:39])([F:40])[F:41])[F:42].[cH:43]1[cH:44][cH:45][cH:46][cH:47][cH:48]1>>[CH3:24][n:25]1[cH:26][n+:27]([CH2:33][CH2:32][C:31]([F:30])([C:35]([C:36]([F:37])([F:38])[F:39])([F:40])[F:41])[F:42])[cH:28][cH:29]1.[P:8]([C:9]([C:10]([F:11])([F:12])[F:13])([F:14])[F:15])([C:16]([C:17]([F:18])([F:19])[F:20])([F:21])[F:22])([O-:23])=[O:34]. Product: COc1cc(F)c(N(NC(=O)OC(C)(C)C)C(=O)OC(C)(C)C)c(F)c1. RXN SMILES: [Br:1][c:2]1[c:3]([F:11])[cH:4][c:5]([O:9][CH3:10])[cH:6][c:7]1[F:8].[CH2:33]1[O:34][CH2:35][CH2:36][CH2:37]1.[CH3:12][CH2:13][CH2:14][CH2:15][Li:16].[N:17](=[N:18][C:19](=[O:20])[O:21][C:22]([CH3:23])([CH3:24])[CH3:25])[C:26](=[O:27])[O:28][C:29]([CH3:30])([CH3:31])[CH3:32]>>[c:2]1([N:17]([NH:18][C:19](=[O:20])[O:21][C:22]([CH3:23])([CH3:24])[CH3:25])[C:26](=[O:27])[O:28][C:29]([CH3:30])([CH3:31])[CH3:32])[c:3]([F:11])[cH:4][c:5]([O:9][CH3:10])[cH:6][c:7]1[F:8]. The reactants are COc1cc(F)c(Br)c(F)c1, C1CCOC1, [Li]CCCC, CC(C)(C)OC(=O)N=NC(=O)OC(C)(C)C. Run in O (water), [OH-].[Na+] (sodium hydroxide). Product: N[C@@H](CCCCN)C(=O)O (L-lysine). Reaction conditions: temperature 110 celsius. Reactants: Cl.Cl.COC([C@@H](N)CCCCN)=O (L-lysine methyl ester dihydrochloride), O.O.O.O.O.O.O.O.O.O.O.O.OP(=O)([O-])[O-].[Na+].[Na+] (disodium phosphate 12 hydrate), C(CCCCCCCCCCC)OCCCCCCCCCCCC.O(CC[*:2])[*:1] (polyoxyethylene lauryl ether). Reaction SMILES: Cl.Cl.C[O:4][C:5](=[O:13])[C@H:6]([CH2:8][CH2:9][CH2:10][CH2:11][NH2:12])[NH2:7].O.O.O.O.O.O.O.O.O.O.O.O.OP([O-])([O-])=O.[Na+].[Na+]>O.[OH-].[Na+]>[NH2:7][C@H:6]([C:5]([OH:13])=[O:4])[CH2:8][CH2:9][CH2:10][CH2:11][NH2:12] |f:0.1.2,3.4.5.6.7.8.9.10.11.12.13.14.15.16.17,19.20|. Reported procedure: 4.66 Grams (20 mmol) of L-lysine methyl ester dihydrochloride, 2.22 g (6.2 mmol) of disodium phosphate 12 hydrate and 0.2 g of polyoxyethylene lauryl ether (“Newcol 1100”, nonionic surfactant produced by Nippon Nyukazai Co., Ltd.) were dissolved in 10.0 ml of water to prepare a treating agent solution. A cotton cloth (200 mm×200 mm, 7.5 g) was in advance treated to be immersed in 25% aqueous sodium hydroxide solution for an hour at room temperature, washed with water and dried. This treated cott...